This data is from the Open Reaction Database (ORD), a public repository of structured organic reaction records. The task is: describe an organic reaction: reactants, conditions, products, and yield Starting materials: C1(CCCC1)NC=1C=C(C=C2C=C(NC12)C=1SC[C@H](N1)CC(=O)O)F ([(R)-2-(7-cyclopentylamino-5-fluoro-1H-indol-2-yl)-4,5-dihydro-thiazol-4-yl]acetic acid), NCCN1CCOCC1 (4-(2-aminoethyl)morpholine). Yields the product C1(CCCC1)NC=1C=C(C=C2C=C(NC12)C=1SC[C@H](N1)CC(=O)NCCN1CCOCC1)F (2-[(R)-2-(7-cyclopentylamino-5-fluoro-1H-indol-2-yl)-4,5-dihydro-thiazol-4-yl]-N-(2-morpholin-4-yl-ethyl)-acetamide). Isolated yield 60.0%. Reaction SMILES: [CH:1]1([NH:6][C:7]2[CH:8]=[C:9]([F:25])[CH:10]=[C:11]3[C:15]=2[NH:14][C:13]([C:16]2[S:17][CH2:18][C@@H:19]([CH2:21][C:22](O)=[O:23])[N:20]=2)=[CH:12]3)[CH2:5][CH2:4][CH2:3][CH2:2]1.[NH2:26][CH2:27][CH2:28][N:29]1[CH2:34][CH2:33][O:32][CH2:31][CH2:30]1>>[CH:1]1([NH:6][C:7]2[CH:8]=[C:9]([F:25])[CH:10]=[C:11]3[C:15]=2[NH:14][C:13]([C:16]2[S:17][CH2:18][C@@H:19]([CH2:21][C:22]([NH:26][CH2:27][CH2:28][N:29]4[CH2:34][CH2:33][O:32][CH2:31][CH2:30]4)=[O:23])[N:20]=2)=[CH:12]3)[CH2:2][CH2:3][CH2:4][CH2:5]1. Procedure details: The compound (100 mg, 0.28 mmol) prepared in Example 37 and 4-(2-aminoethyl)morpholine instead of 1-methylpiperazine were reacted according to the same procedure as Example 84 to give the title compound (80 mg, Yield 60%). Starting materials: C(C1=CC=CC=C1)OC=1C(N(C=C(C1F)C=1C=C(C=CC1)C1=CC=CC=C1)C)=O (3-(benzyloxy)-5-(biphenyl-3-yl)-4-fluoro-1-methylpyridin-2(1H)-one), C(C)S (ethanethiol), B(F)(F)F.CCOCC (BF3.OEt2). Run in CO (MeOH), C(Cl)Cl (CH2Cl2). Conditions: time 3.5 hour. The product is C1(=CC(=CC=C1)C=1C(=C(C(N(C1)C)=O)O)F)C1=CC=CC=C1 (5-biphenyl-3-yl-4-fluoro-3-hydroxy-1-methylpyridin-2(1H)-one). Isolated yield 77.2%. RXN SMILES: C([O:8][C:9]1[C:10](=[O:29])[N:11]([CH3:28])[CH:12]=[C:13]([C:16]2[CH:17]=[C:18]([C:22]3[CH:27]=[CH:26][CH:25]=[CH:24][CH:23]=3)[CH:19]=[CH:20][CH:21]=2)[C:14]=1[F:15])C1C=CC=CC=1.C(S)C.B(F)(F)F.CCOCC>C(Cl)Cl.CO>[C:18]1([C:22]2[CH:27]=[CH:26][CH:25]=[CH:24][CH:23]=2)[CH:19]=[CH:20][CH:21]=[C:16]([C:13]2[C:14]([F:15])=[C:9]([OH:8])[C:10](=[O:29])[N:11]([CH3:28])[CH:12]=2)[CH:17]=1 |f:2.3|. Procedure details: To a solution of 3-(benzyloxy)-5-(biphenyl-3-yl)-4-fluoro-1-methylpyridin-2(1H)-one (22 mg, 0.057 mmol) in CH2Cl2 (0.8 mL) was added ethanethiol (53 mg, 0.856 mmol) followed by BF3.OEt2 (0.108 mL, 0.856 mmol). The resulting mixture was stirred at room temperature for 3.5 h, diluted with MeOH and concentrated. Purification by preparative HPLC (10-80% CH3CN/H2O over 20 min, 0.05% added TFA) afforded 13 mg (77%) of 5-biphenyl-3-yl-4-fluoro-3-hydroxy-1-methylpyridin-2(1H)-one as a white solid. 1H NM... The reactants are C1COCCO1, CC(C)(COS(=O)(=O)c1ccc([N+](=O)[O-])cc1)c1cc(NC(=O)Oc2ccccc2)no1, O. The product is CC(C)(COS(=O)(=O)c1ccc([N+](=O)[O-])cc1)c1cc(N)no1. Reaction SMILES: [CH2:33]1[O:34][CH2:35][CH2:36][O:37][CH2:38]1.[N+:1](=[O:2])([O-:3])[c:4]1[cH:5][cH:6][c:7]([S:10](=[O:11])(=[O:12])[O:13][CH2:14][C:15]([CH3:16])([c:17]2[cH:18][c:19]([NH:22][C:23]([O:24][c:25]3[cH:26][cH:27][cH:28][cH:29][cH:30]3)=[O:31])[n:20][o:21]2)[CH3:32])[cH:8][cH:9]1.[OH2:39]>>[N+:1](=[O:2])([O-:3])[c:4]1[cH:5][cH:6][c:7]([S:10](=[O:11])(=[O:12])[O:13][CH2:14][C:15]([CH3:16])([c:17]2[cH:18][c:19]([NH2:22])[n:20][o:21]2)[CH3:32])[cH:8][cH:9]1. Reactants: C(#N)C=1C=CC(=C(C=O)C1)F (5-cyano-2-fluorobenzaldehyde), ClC1=NC=C(C=C1)Cl (2,5-dichloropyridine), [Cl-].[NH4+] (ammonium chloride), C(CCC)[Li] (n-butyl lithium), C(C)(C)NC(C)C (Diisopropylamine). Run in O1CCCC1 (tetrahydrofuran), O1CCCC1 (tetrahydrofuran), CCCCCC (hexane), O1CCCC1 (tetrahydrofuran), CCCCCC (n-hexane). Run at time 30 minute. Product: ClC1=NC=C(C(=C1)C(C=1C=C(C#N)C=CC1F)O)Cl (3-[(2,5-Dichloropyridin-4-yl)hydroxymethyl]-4-fluorobenzonitrile). Isolated yield 74.0%. RXN SMILES: C(NC(C)C)(C)C.C([Li])CCC.[Cl:13][C:14]1[CH:19]=[CH:18][C:17]([Cl:20])=[CH:16][N:15]=1.[C:21]([C:23]1[CH:24]=[CH:25][C:26]([F:31])=[C:27]([CH:30]=1)[CH:28]=[O:29])#[N:22].[Cl-].[NH4+]>O1CCCC1.CCCCCC>[Cl:13][C:14]1[CH:19]=[C:18]([CH:28]([OH:29])[C:27]2[CH:30]=[C:23]([CH:24]=[CH:25][C:26]=2[F:31])[C:21]#[N:22])[C:17]([Cl:20])=[CH:16][N:15]=1 |f:4.5|. Reported procedure: Diisopropylamine (0.52 ml, 3.70 mmol) was dissolved in tetrahydrofuran (5 ml). At −78° C., a hexane solution (1.54M, 2.20 ml, 3.39 mmol) of n-butyl lithium was added dropwise to the resulting solution. The reaction mixture was stirred at the same temperature for 30 minutes. A tetrahydrofuran solution (20 ml) of 2,5-dichloropyridine (0.46 g, 3.08 mmol) was added dropwise to the reaction mixture. After stirring further at the same temperature for 1 hour, a tetrahydrofuran solution (5 ml) of 5-cyan... The reactants are CC=1C(=C(C(=O)OC)C=C(C1C)CC1=CC=C(C=C1)C1=NN(C=C1)C)C=C (methyl 3,4-dimethyl-5-(4-(1-methyl-1H-pyrazol-3-yl)benzyl)-2-vinylbenzoate), CC(=O)C (acetone), C(C)#N (acetonitrile), I(=O)(=O)(=O)[O-].[Na+] (sodium periodate). Reagents/catalysts: [Os]=O (osmium oxide), [Os]=O (osmium oxide). Solvent: O (water). Conditions: time 8 hour. Yields the product C(=O)C1=C(C(=O)OC)C=C(C(=C1C)C)CC1=CC=C(C=C1)C1=NN(C=C1)C (methyl 2-formyl-3,4-dimethyl-5-(4-(1-methyl-1H-pyrazol-3-yl)benzyl)benzoate). RXN SMILES: [CH3:1][C:2]1[C:3]([CH:26]=C)=[C:4]([CH:9]=[C:10]([CH2:13][C:14]2[CH:19]=[CH:18][C:17]([C:20]3[CH:24]=[CH:23][N:22]([CH3:25])[N:21]=3)=[CH:16][CH:15]=2)[C:11]=1[CH3:12])[C:5]([O:7][CH3:8])=[O:6].CC(C)=[O:30].C(#N)C.I([O-])(=O)(=O)=O.[Na+]>[Os]=O.O>[CH:26]([C:3]1[C:2]([CH3:1])=[C:11]([CH3:12])[C:10]([CH2:13][C:14]2[CH:15]=[CH:16][C:17]([C:20]3[CH:24]=[CH:23][N:22]([CH3:25])[N:21]=3)=[CH:18][CH:19]=2)=[CH:9][C:4]=1[C:5]([O:7][CH3:8])=[O:6])=[O:30] |f:3.4|. Procedure: To a solution of methyl 3,4-dimethyl-5-(4-(1-methyl-1H-pyrazol-3-yl)benzyl)-2-vinylbenzoate (0.96 g) in a mixed solvent of acetone (10.0 mL)-acetonitrile (10.0 mL)-water (10.0 mL) were added osmium oxide (fixed catalyst I) (0.34 g) and sodium periodate (2.86 g), and the mixture was stirred overnight at room temperature. The reaction mixture was concentrated under reduced pressure, and the residue was diluted with ethyl acetate and water. The insoluble substance was removed by filtration, and the... Starting materials: N1=C(C=CC=C1)CCCO (2-pyridinepropanol), BrCCCCCBr (1,5-dibromopentane). The yield is 52.7%. The product is BrCCCCCOCCCC1=NC=CC=C1 (2-[3-[(5-Bromopentyl)oxy]propyl]pyridine). Reported procedure: From 2-pyridinepropanol (5 g) and 1,5-dibromopentane (24.83 g), stirring the reaction mixture under nitrogen for 5 h, and using ethyl acetate for extraction. FCC eluting with cyclohexane→cyclohexane-ethyl acetate (9:1) gave the title compound as a yellow oil (5.5 g), t.l.c. (cyclohexane-ethyl acetate 9:1) Rf 0.15. Run in C(C)(=O)OCC (ethyl acetate). Reaction SMILES: [N:1]1[CH:6]=[CH:5][CH:4]=[CH:3][C:2]=1[CH2:7][CH2:8][CH2:9][OH:10].[Br:11][CH2:12][CH2:13][CH2:14][CH2:15][CH2:16]Br>C(OCC)(=O)C>[Br:11][CH2:12][CH2:13][CH2:14][CH2:15][CH2:16][O:10][CH2:9][CH2:8][CH2:7][C:2]1[CH:3]=[CH:4][CH:5]=[CH:6][N:1]=1. Starting materials: CCCCc1nc[nH]c(=O)c1Cc1ccc(-c2ccccc2C(=O)OC)cc1, CCOCC, CO, [Na+], [OH-], O, O. Product: CCCCc1nc[nH]c(=O)c1Cc1ccc(-c2ccccc2C(=O)O)cc1. As a reaction SMILES: [CH2:3]([CH2:4][CH2:5][CH3:6])[c:7]1[c:8]([CH2:14][c:15]2[cH:16][cH:17][c:18](-[c:21]3[c:22]([C:27](=[O:28])[O:29][CH3:30])[cH:23][cH:24][cH:25][cH:26]3)[cH:19][cH:20]2)[c:9](=[O:13])[nH:10][cH:11][n:12]1.[CH3:32][CH2:33][O:34][CH2:35][CH3:36].[CH3:38][OH:39].[Na+:2].[OH-:1].[OH2:31].[OH2:37]>>[CH2:3]([CH2:4][CH2:5][CH3:6])[c:7]1[c:8]([CH2:14][c:15]2[cH:16][cH:17][c:18](-[c:21]3[c:22]([C:27](=[O:28])[OH:29])[cH:23][cH:24][cH:25][cH:26]3)[cH:19][cH:20]2)[c:9](=[O:13])[nH:10][cH:11][n:12]1. Reactants: C[Si](N[Si](C)(C)C)(C)C.[Li] (lithium hexamethyldisilazane), O=C1CN(CCC1)C(=O)OC(C)(C)C (t-butyl 3-oxopiperidin-1-carboxylate), C(C)OC(C(F)(F)F)=O (ethyltrifluoroacetate). Run in C(OC)COC (dimethoxyethane). Run at temperature -78 celsius, time 1 hour. Product: O=C1CN(CCC1C(C(F)(F)F)=O)C(=O)OC(C)(C)C (t-butyl 3-oxo-4-(trifluoroacetyl)piperidin-1-carboxylate). Yield: 81.3%. As a reaction SMILES: [O:1]=[C:2]1[CH2:7][CH2:6][CH2:5][N:4]([C:8]([O:10][C:11]([CH3:14])([CH3:13])[CH3:12])=[O:9])[CH2:3]1.C[Si](C)(C)N[Si](C)(C)C.[Li].C([O:27][C:28](=O)[C:29]([F:32])([F:31])[F:30])C>C(COC)OC>[O:1]=[C:2]1[CH:7]([C:28](=[O:27])[C:29]([F:32])([F:31])[F:30])[CH2:6][CH2:5][N:4]([C:8]([O:10][C:11]([CH3:14])([CH3:13])[CH3:12])=[O:9])[CH2:3]1 |f:1.2,^1:23|. Procedure: 5.0 g (25 mmol) of t-butyl 3-oxopiperidin-1-carboxylate was dissolved in dimethoxyethane, and the resulting solution was cooled to −78° C., then 30 mL (30 mmol) of lithium hexamethyldisilazane (LHMDS, 1M in THF) was dropwise added and stirred for about 1 hour, followed by dropwise addition of 3.9 mL (33 mmol) of ethyltrifluoroacetate. After stirring for 1 hour, a dryice/acetone bath was removed and then further stirred for about 2 hours and 30 minutes with the reaction solution being heated to r...